This data is from the Open Reaction Database (ORD), a public repository of structured organic reaction records. The task is: describe an organic reaction: reactants, conditions, products, and yield Starting materials: C1CCOC1, C[Si](C)(C)[N-][Si](C)(C)C, CI, O=C1CC2CCCC(C1)N2S(=O)(=O)c1ccc(Cl)cc1, [Li+]. The product is CC1C(=O)CC2CCCC1N2S(=O)(=O)c1ccc(Cl)cc1. Reaction SMILES: [CH2:33]1[O:34][CH2:35][CH2:36][CH2:37]1.[CH3:22][Si:23]([N-:24][Si:25]([CH3:26])([CH3:27])[CH3:28])([CH3:29])[CH3:30].[CH3:31][I:32].[Cl:1][c:2]1[cH:3][cH:4][c:5]([S:8](=[O:9])(=[O:10])[N:11]2[CH:12]3[CH2:13][C:14](=[O:20])[CH2:15][CH:16]2[CH2:17][CH2:18][CH2:19]3)[cH:6][cH:7]1.[Li+:21]>>[Cl:1][c:2]1[cH:3][cH:4][c:5]([S:8](=[O:9])(=[O:10])[N:11]2[CH:12]3[CH:13]([CH3:22])[C:14](=[O:20])[CH2:15][CH:16]2[CH2:17][CH2:18][CH2:19]3)[cH:6][cH:7]1. The reactants are Cl.Cl.NN1C(=NN=C1)NN (4-amino-3-hydrazino-1, 2,4-triazole dihydrochloride), C=1(C(=CC=CC1)C=O)C (o-tolualdehyde). Procedure: To a solution of 14.0 g (0.075 mole) of 4-amino-3-hydrazino-1, 2,4-triazole dihydrochloride in 200 ml of 75 percent ethanol was added 9.0 g (0.075 mole) of o-tolualdehyde. The mixture was stirred and heated at reflux for 1.5 hour. The solution was cooled and the precipitate formed collected by filtration and washed with ether. Yield: 18.4 g, m.p. 230°-232° (D). After recrystallization from aqueous ethanolisopropyl ether the product melts at 233°-234° (D). Run in C(C)O (ethanol). Yields the product Cl.NN1C(=NN=C1)NN=CC1=C(C=CC=C1)C (4-Amino-3-(2-methylbenzylidenehydrazino)-1,2,4-triazole hydrochloride). As a reaction SMILES: [ClH:1].Cl.[NH2:3][N:4]1[CH:8]=[N:7][N:6]=[C:5]1[NH:9][NH2:10].[C:11]1([CH3:19])[C:12]([CH:17]=O)=[CH:13][CH:14]=[CH:15][CH:16]=1>C(O)C>[ClH:1].[NH2:3][N:4]1[CH:8]=[N:7][N:6]=[C:5]1[NH:9][N:10]=[CH:19][C:11]1[CH:16]=[CH:15][CH:14]=[CH:13][C:12]=1[CH3:17] |f:0.1.2,5.6|. The reactants are BrC=1C2=C(OC1C=O)C=CC=C2 (3-bromo-2-benzo[b]furancarboxaldehyde), C1(=CC=C(C=C1)S(=O)(=O)O)C (para-toluene sulfonic acid), C(OCC)(OCC)OCC (triethyl orthoformate). Run in C([O-])([O-])=O.[Na+].[Na+] (sodium carbonate). Reaction conditions: time 8 hour. Yields the product BrC=1C2=C(OC1C(OCC)OCC)C=CC=C2 (3-bromo-2-(diethoxymethyl)-benzo[b]furan). Reaction SMILES: [Br:1][C:2]1[C:3]2[CH:12]=[CH:11][CH:10]=[CH:9][C:4]=2[O:5][C:6]=1C=O.C1(C)C=CC(S(O)(=O)=O)=CC=1.[CH:24]([O:31][CH2:32][CH3:33])([O:28][CH2:29][CH3:30])OCC>C(=O)([O-])[O-].[Na+].[Na+]>[Br:1][C:2]1[C:3]2[CH:12]=[CH:11][CH:10]=[CH:9][C:4]=2[O:5][C:6]=1[CH:24]([O:28][CH2:29][CH3:30])[O:31][CH2:32][CH3:33] |f:3.4.5|. Reported procedure: To a solution of 2.6 g of 3-bromo-2-benzo[b]furancarboxaldehyde (see M. Cugnon de Sevricourt and M. Robba, Bull. Chim. Soc. Fr., 1977, 142) in 2.7 ml of triethyl orthoformate was added 33 mg of para-toluene sulfonic acid and the solution stirred at at roon temperature overnight. The solution was diluted with a 5% sodium carbonate solution and extracted with ether. The ether extracts were dried over sodium sulfate and evaporated to give 3-bromo-2-(diethoxymethyl)-benzo[b]furan as a liquid; 1H-NMR... Reactants: COC1=CC=C(CSC2=NNC=N2)C=C1 (3-p-methoxybenzylthio-1,2,4-triazole), [N+](=[N-])=C (diazomethane). Run in CO (methanol), CCOCC (ether). Conditions: time 1 hour. Yields the product COC1=CC=C(CSC=2N(N=CN2)C)C=C1 (3-p-methoxybenzylthio-2-methyl- 1,2,4-triazole). Reaction SMILES: [CH3:1][O:2][C:3]1[CH:15]=[CH:14][C:6]([CH2:7][S:8][C:9]2[N:13]=[CH:12][NH:11][N:10]=2)=[CH:5][CH:4]=1.[N+](=[CH2:18])=[N-]>CO.CCOCC>[CH3:1][O:2][C:3]1[CH:4]=[CH:5][C:6]([CH2:7][S:8][C:9]2[N:10]([CH3:18])[N:11]=[CH:12][N:13]=2)=[CH:14][CH:15]=1. Procedure details: To a solution of 3-p-methoxybenzylthio-1,2,4-triazole (10.0 g : 45.2 mMol.) in methanol (100 ml) is added under ice cooling a solution of diazomethane in ether (prepared from 15 g of N-nitrosomethylurea), and the mixture is stirred for 1 hour. The reaction mixture is concentrated and purified by Lobar column chromatography (toluene : ethyl acetate=1:2 to 1:3) to give 3-p-methoxybenzylthio-2-methyl- 1,2,4-triazole [5.17 g : NMR δ(CDCl3) ppmi 3.63(s, 3H), 3.79(s, 3H), 4.34(s, 2H), 6.80-6.84, 7.19-... Starting materials: CO (carbinol), H3BO3, CC1(C=C(CCC1)C#CCC=C)C (1-(3,3-dimethyl-cyclohex-1-en-1-yl)-pent-4-en-1-yne). Solvent: O (water). The product is CC1(CC(=CCC1)C#CCC=C)C (1-(3,3-dimethyl-cyclohex-6-en-1-yl)-pent-4-en-1-yne). Yield: 70.0%. RXN SMILES: CO.[CH3:3][C:4]1([CH3:15])[CH2:9][CH2:8][CH2:7][C:6]([C:10]#[C:11][CH2:12][CH:13]=[CH2:14])=[CH:5]1>O>[CH3:3][C:4]1([CH3:15])[CH2:9][CH2:8][CH:7]=[C:6]([C:10]#[C:11][CH2:12][CH:13]=[CH2:14])[CH2:5]1. Reported procedure: (c') 7 g of the above prepared carbinol were heated in a distillation apparatus in the presence of 2 g of H3BO3 at 12 Torr until no further formation of water was observed. The temperature was then slowly increased to 120°-130° and a 2:3 mixture of 1-(3,3-dimethyl-cyclohex-1-en-1-yl)-pent-4-en-1-yne and 1-(3,3-dimethyl-cyclohex-6-en-1-yl)-pent-4-en-1-yne was obtained (5.3 g; 70% yield). The subsequent conversion to the desired cyclohexenic ketones is effected according to the procedure given abo... Reactants: C1(=CC=CC=C1)SC(C(=O)CC(=O)OCC)(C)C (ethyl (2-Phenylthio-2-methylpropionyl)acetate), ClC1=C(N)C=C(C=C1)NC(CCCOC1=C(C=C(C=C1)C(C)(C)CC)C(C)(C)CC)=O (2-chloro-5-[4-(2,4-di-tert-amylphenoxy)butyramido]aniline). Solvent: C=1(C(=CC=CC1)C)C (xylene). Yields the product ClC1=C(NC(CC(C(C)(C)SC2=CC=CC=C2)=O)=O)C=C(C=C1)NC(CCCOC1=C(C=C(C=C1)C(C)(C)CC)C(C)(C)CC)=O (2'-Chloro-5'-[4-(2,4-di-tert-amylphenoxy)butyramido]-(2-phenylthio-2-methylpropionyl)acetanilide). The yield is 85.0%. RXN SMILES: [C:1]1([S:7][C:8]([CH3:18])([CH3:17])[C:9]([CH2:11][C:12]([O:14]CC)=O)=[O:10])[CH:6]=[CH:5][CH:4]=[CH:3][CH:2]=1.[Cl:19][C:20]1[CH:26]=[CH:25][C:24]([NH:27][C:28](=[O:49])[CH2:29][CH2:30][CH2:31][O:32][C:33]2[CH:38]=[CH:37][C:36]([C:39]([CH2:42][CH3:43])([CH3:41])[CH3:40])=[CH:35][C:34]=2[C:44]([CH2:47][CH3:48])([CH3:46])[CH3:45])=[CH:23][C:21]=1[NH2:22]>C1(C)C(C)=CC=CC=1>[Cl:19][C:20]1[CH:26]=[CH:25][C:24]([NH:27][C:28](=[O:49])[CH2:29][CH2:30][CH2:31][O:32][C:33]2[CH:38]=[CH:37][C:36]([C:39]([CH2:42][CH3:43])([CH3:41])[CH3:40])=[CH:35][C:34]=2[C:44]([CH2:47][CH3:48])([CH3:46])[CH3:45])=[CH:23][C:21]=1[NH:22][C:12](=[O:14])[CH2:11][C:9](=[O:10])[C:8]([S:7][C:1]1[CH:2]=[CH:3][CH:4]=[CH:5][CH:6]=1)([CH3:17])[CH3:18]. Procedure details: A mixture of 5.2 g of ethyl (2-Phenylthio-2-methylpropionyl)acetate and 8.8 g of 2-chloro-5-[4-(2,4-di-tert-amylphenoxy)butyramido]aniline in 30 ml of xylene was refluxed for five hours. From the reaction mixture xylene was distilled off, and the residue was recrystallized from acetonitrile to obtain 11.5 g (yield 85%) of Coupler (16) having a melting point of 144° to 145° C. Reactants: C1CCNCC1, Cc1c[nH]c(C=O)c1C, O=C1Cc2ccccc2N1. Product: Cc1c[nH]c(C=C2C(=O)Nc3ccccc32)c1C. Reaction SMILES: [CH2:20]1[CH2:21][CH2:22][NH:23][CH2:24][CH2:25]1.[CH3:11][c:12]1[c:13]([CH:18]=[O:19])[nH:14][cH:15][c:16]1[CH3:17].[NH:1]1[C:2](=[O:10])[CH2:3][c:4]2[cH:5][cH:6][cH:7][cH:8][c:9]21>>[NH:1]1[C:2](=[O:10])[C:3](=[CH:18][c:13]2[c:12]([CH3:11])[c:16]([CH3:17])[cH:15][nH:14]2)[c:4]2[cH:5][cH:6][cH:7][cH:8][c:9]21. Starting materials: FC=1C=C(C=C(C1)F)C[C@@H](NC(CN1N=C(C=2CCCCC12)C(F)(F)F)=O)C1=NC(=NC=C1C=1C=CC(=C(C(=O)N)C1)F)NCCOC ((R)-5-(4-(2-(3,5-difluorophenyl)-1-(2-(3-(trifluoromethyl)-4,5,6,7-tetrahydro-1H-indazol-1-yl)acetamido)ethyl)-2-((2-methoxyethyl)amino)pyrimidin-5-yl)-2-fluorobenzamide), BrC=1C(=NC(=NC1)NCCOC)[C@H](CC1=CC(=CC(=C1)F)F)NC(CN1N=C(C=2C(CCC(C12)(F)F)(F)F)C(F)F)=O ((S)—N-(1-(5-bromo-2-((2-methoxyethyl)amino)pyrimidin-4-yl)-2-(3,5-difluorophenyl)ethyl)-2-(3-(difluoromethyl)-4,4,7,7-tetrafluoro-4,5,6,7-tetrahydro-1H-indazol-1-yl)acetamide). Product: FC(C1=NN(C=2C(CCC(C12)(F)F)(F)F)CC(=O)N[C@@H](CC1=CC(=CC(=C1)F)F)C1=NC(=NC=C1C=1C=CC(=C(C(=O)N)C1)F)NCCOC)F ((S)-5-(4-(1-(2-(3-(difluoromethyl)-4,4,7,7-tetrafluoro-4,5,6,7-tetrahydro-1H-indazol-1-yl)acetamido)-2-(3,5-difluorophenyl)ethyl)-2-((2-methoxyethyl)amino)pyrimidin-5-yl)-2-fluorobenzamide). RXN SMILES: FC1C=C(C[C@H](C2C([C:34]3[CH:35]=[CH:36][C:37]([F:43])=[C:38]([CH:42]=3)[C:39]([NH2:41])=[O:40])=CN=C(NCCOC)N=2)NC(=O)CN2C3CCCCC=3C(C(F)(F)F)=N2)C=C(F)C=1.Br[C:50]1[C:51]([C@@H:61]([NH:71][C:72](=[O:90])[CH2:73][N:74]2[C:82]3[C:81]([F:84])([F:83])[CH2:80][CH2:79][C:78]([F:86])([F:85])[C:77]=3[C:76]([CH:87]([F:89])[F:88])=[N:75]2)[CH2:62][C:63]2[CH:68]=[C:67]([F:69])[CH:66]=[C:65]([F:70])[CH:64]=2)=[N:52][C:53]([NH:56][CH2:57][CH2:58][O:59][CH3:60])=[N:54][CH:55]=1>>[F:89][CH:87]([F:88])[C:76]1[C:77]2[C:78]([F:86])([F:85])[CH2:79][CH2:80][C:81]([F:84])([F:83])[C:82]=2[N:74]([CH2:73][C:72]([NH:71][C@H:61]([C:51]2[C:50]([C:34]3[CH:35]=[CH:36][C:37]([F:43])=[C:38]([CH:42]=3)[C:39]([NH2:41])=[O:40])=[CH:55][N:54]=[C:53]([NH:56][CH2:57][CH2:58][O:59][CH3:60])[N:52]=2)[CH2:62][C:63]2[CH:64]=[C:65]([F:70])[CH:66]=[C:67]([F:69])[CH:68]=2)=[O:90])[N:75]=1. Reported procedure: The title compound (12E) was prepared according to the method presented for the synthesis of compound 11J of Example 11 utilizing 12D. 1H NMR (400 MHz, CD3OD) δ 8.80 (d, J=8.0 Hz, 1H), 8.05 (s, 1H), 7.47-7.29 (m, 2H), 7.21 (dd, J=10.7, 8.6 Hz, 1H), 6.97-6.61 (m, 2H), 6.44 (d, J=6.1 Hz, 2H), 5.22 (dd, J=14.9, 7.7 Hz, 1H), 5.05 (s, 2H), 3.89-3.51 (m, 4H), 3.41 (s, 3H), 3.02 (ddd, J=20.2, 13.2, 7.5 Hz, 2H), 2.66-2.28 (m, 4H). MS (m/z) 730.24 [M+H]+. Starting materials: COC(=O)Cc1ccc(OC)c(Oc2ccc(Br)cc2CN2C(=O)OC(c3ccccc3)C2C)c1, OB(O)c1ccc(F)cc1. Yields the product COc1ccc(CC(=O)O)cc1Oc1ccc(Br)cc1CN1C(=O)OC(c2ccccc2)C1C. Reaction SMILES: [CH3:1][O:2][C:3]([CH2:4][c:5]1[cH:6][c:7]([O:13][c:14]2[c:15]([CH2:21][N:22]3[C:23](=[O:34])[O:24][CH:25]([c:28]4[cH:29][cH:30][cH:31][cH:32][cH:33]4)[CH:26]3[CH3:27])[cH:16][c:17]([Br:20])[cH:18][cH:19]2)[c:8]([O:11][CH3:12])[cH:9][cH:10]1)=[O:35].[F:36][c:37]1[cH:38][cH:39][c:40]([B:41]([OH:42])[OH:43])[cH:44][cH:45]1>>[O:2]=[C:3]([CH2:4][c:5]1[cH:6][c:7]([O:13][c:14]2[c:15]([CH2:21][N:22]3[C:23](=[O:34])[O:24][CH:25]([c:28]4[cH:29][cH:30][cH:31][cH:32][cH:33]4)[CH:26]3[CH3:27])[cH:16][c:17]([Br:20])[cH:18][cH:19]2)[c:8]([O:11][CH3:12])[cH:9][cH:10]1)[OH:35].